From a dataset of the Open Reaction Database (ORD), a public repository of structured organic reaction records. describe an organic reaction: reactants, conditions, products, and yield Starting materials: CC(C=O)(C)N1C=NC(=C1)NC(C(CCC)NC1CC2=C(C=C(C=C2CC1)F)F)=O (2-(6,8-Difluoro-1,2,3,4-tetrahydro-naphthalen-2-ylamino)-pentanoic acid [1-(1,1-dimethyl-2-oxo-ethyl)-1H-imidazol-4-yl]-amide), CNC (dimethyl amine). Yields the product CN(CC(C)(C)N1C=NC(=C1)NC(C(CCC)NC1CC2=C(C=C(C=C2CC1)F)F)=O)C (2-(6,8-Difluoro-1,2,3,4-tetrahydro-naphthalen-2-ylamino)-pentanoic acid [1-(2-dimethylamino-1,1-dimethyl-ethyl)-1H-imidazol-4-yl]-amide). RXN SMILES: [CH3:1][C:2]([N:6]1[CH:10]=[C:9]([NH:11][C:12](=[O:30])[CH:13]([NH:17][CH:18]2[CH2:27][CH2:26][C:25]3[C:20](=[C:21]([F:29])[CH:22]=[C:23]([F:28])[CH:24]=3)[CH2:19]2)[CH2:14][CH2:15][CH3:16])[N:8]=[CH:7]1)([CH3:5])[CH:3]=O.[CH3:31][NH:32][CH3:33]>>[CH3:31][N:32]([CH3:33])[CH2:3][C:2]([N:6]1[CH:10]=[C:9]([NH:11][C:12](=[O:30])[CH:13]([NH:17][CH:18]2[CH2:27][CH2:26][C:25]3[C:20](=[C:21]([F:29])[CH:22]=[C:23]([F:28])[CH:24]=3)[CH2:19]2)[CH2:14][CH2:15][CH3:16])[N:8]=[CH:7]1)([CH3:1])[CH3:5]. Procedure details: 2-(6,8-Difluoro-1,2,3,4-tetrahydro-naphthalen-2-ylamino)-pentanoic acid [1-(1,1-dimethyl-2-oxo-ethyl)-1H-imidazol-4-yl]-amide was reacted with dimethyl amine to afford the title compound: C13 NMR (100 MHz, CDCl3) 14.2, 19.5, 19.6, 26.2, 26.2, 26.3, 28.2, 28.3, 28.8, 29.6, 29.8, 36.6, 48.0, 52.3, 52.8, 58.9, 59.0, 60.3, 60.8, 70.0, 101.0, 104.6, 110.7, 131.2, 137.3, 159.8, 162.2, 172.4, 183.1, 183.9; MS m/z 448.4 (M+1). Reactants: C1(=CC=CC=C1)CC(CC1CCNCC1)(C)C (4-(3-Phenyl-2.2-dimethylpropyl)piperidine), C(=O)[C@H]1CN(C[C@@H]1C1=CC=CC=C1)[C@@H](C(=O)OCC1=CC=C(C=C1)OC)C1CCCCC1 (2-(R)-(3-(R)-Formyl-4-(S)-phenylpyrrolidin-1-yl)-2-(cyclohexyl)acetic acid, (4-methoxy)benzyl ester). The product is CC(CC1CCN(CC1)C[C@H]1CN(C[C@@H]1C1=CC=CC=C1)[C@@H](C(=O)O)C1CCCCC1)(CC1=CC=CC=C1)C (2-(R)-(3-(S)-((4-(2,2-Dimethyl-3-phenylpropyl)piperidin-1-yl)methyl)-4-(S)-phenylpyrrolidin-1-yl)-2-(cyclohexyl)acetic acid). RXN SMILES: [C:1]1([CH2:7][C:8]([CH3:17])([CH3:16])[CH2:9][CH:10]2[CH2:15][CH2:14][NH:13][CH2:12][CH2:11]2)[CH:6]=[CH:5][CH:4]=[CH:3][CH:2]=1.[CH:18]([C@@H:20]1[C@@H:24]([C:25]2[CH:30]=[CH:29][CH:28]=[CH:27][CH:26]=2)[CH2:23][N:22]([C@H:31]([CH:44]2[CH2:49][CH2:48][CH2:47][CH2:46][CH2:45]2)[C:32]([O:34]CC2C=CC(OC)=CC=2)=[O:33])[CH2:21]1)=O>>[CH3:16][C:8]([CH3:17])([CH2:7][C:1]1[CH:6]=[CH:5][CH:4]=[CH:3][CH:2]=1)[CH2:9][CH:10]1[CH2:11][CH2:12][N:13]([CH2:18][C@@H:20]2[C@@H:24]([C:25]3[CH:26]=[CH:27][CH:28]=[CH:29][CH:30]=3)[CH2:23][N:22]([C@H:31]([CH:44]3[CH2:49][CH2:48][CH2:47][CH2:46][CH2:45]3)[C:32]([OH:34])=[O:33])[CH2:21]2)[CH2:14][CH2:15]1. Procedure: The title compound was prepared from 9 mg (0.05 mmol) of 4-(3-phenyl-2,2-dimethylpropyl)piperidine (from EXAMPLE 98, Step I) and 20 mg (0.05 mmol) of 2-(R)-(3-(R)-formyl-4-(S)-phenylpyrrolidin-1-yl)-2-(cyclohexyl)acetic acid, 4-methoxybenzyl ester (from EXAMPLE 33, Step E) using procedures analogous to those described in EXAMPLE 1, Step J and EXAMPLE 10, Step F. For the title compound: ESI-MS 531 (M+H). Reactants: [BH4-], N#Cc1cc(F)ccc1Br, C1CCOC1, CO, CCOC(C)=O, O=C(O)C(F)(F)F, [Na+]. Product: NCc1cc(F)ccc1Br. Reaction SMILES: [BH4-:11].[Br:1][c:2]1[c:3]([C:4]#[N:5])[cH:6][c:7]([F:10])[cH:8][cH:9]1.[CH2:22]1[O:23][CH2:24][CH2:25][CH2:26]1.[CH3:20][OH:21].[CH3:27][CH2:28][O:29][C:30]([CH3:31])=[O:32].[F:13][C:14]([F:15])([F:16])[C:17]([OH:18])=[O:19].[Na+:12]>>[Br:1][c:2]1[c:3]([CH2:4][NH2:5])[cH:6][c:7]([F:10])[cH:8][cH:9]1. Reactants: Cl (hydrochloric acid), FC=1C(=C(C2=C(C(C=C(O2)C2=CC(=C(C=C2)NC(C(C)(C)C)=O)F)=O)C1NC(C(C)(C)C)=O)F)C (6,8-difluoro-2-(3-fluoro-4-pivaloylaminophenyl)-7-methyl-5-pivaloylamino-4H-1-benzopyran-4-one), ice water. Run in O1CCOCC1 (1,4-dioxane). Product: NC1=C(C(=C(C2=C1C(C=C(O2)C2=CC(=C(C=C2)N)F)=O)F)C)F (5-Amino-2-(4-amino-3-fluorophenyl)-6,8-difluoro-7-methyl-4H-1-benzopyran-4-one). Yield: 34.8%. As a reaction SMILES: Cl.[F:2][C:3]1[C:4]([CH3:36])=[C:5]([F:35])[C:6]2[O:11][C:10]([C:12]3[CH:17]=[CH:16][C:15]([NH:18]C(=O)C(C)(C)C)=[C:14]([F:25])[CH:13]=3)=[CH:9][C:8](=[O:26])[C:7]=2[C:27]=1[NH:28]C(=O)C(C)(C)C>O1CCOCC1>[NH2:28][C:27]1[C:7]2[C:8](=[O:26])[CH:9]=[C:10]([C:12]3[CH:17]=[CH:16][C:15]([NH2:18])=[C:14]([F:25])[CH:13]=3)[O:11][C:6]=2[C:5]([F:35])=[C:4]([CH3:36])[C:3]=1[F:2]. Procedure: 50 mL of 1,4-dioxane and 25 mL of concentrated hydrochloric acid were added to 800 mg (1.64 mmol) of the above 6,8-difluoro-2-(3-fluoro-4-pivaloylaminophenyl)-7-methyl-5-pivaloylamino-4H-1-benzopyran-4-one and the mixture was stirred under heating at reflux for 2 hours. The reaction solution was poured into ice water, and the solution was made basic and extracted once with chloroform. The organic layer was washed once with an aqueous saturated solution of sodium chloride and dried over anhydrous...